This data is from the Open Reaction Database (ORD), a public repository of structured organic reaction records. The task is: describe an organic reaction: reactants, conditions, products, and yield Reactants: [Li+].CC(C)[N-]C(C)C (LDA), C(=C)C=1C=C2CCC\C(\C2=CC1)=N/O ((E)-6-vinyl-3,4-dihydronaphthalen-1(2H)-one oxime), C(=C)C=1C=C2CCC\C(\C2=CC1)=N/O ((E)-6-vinyl-3,4-dihydronaphthalen-1(2H)-one oxime), O.C1(=CC=C(C=C1)S(=O)(=O)O)C (p-toluenesulfonic acid monohydrate), C(C)(C)NC(C)C (diisopropylamine), C(CCC)[Li] (n-butyl lithium), hexanes, FC1=CC=C(C=C1)C1(CCCCC1)CCC(=O)OCC (ethyl 3-(1-(4-fluorophenyl)cyclohexyl)propanoate), FC1=CC=C(C=C1)C1(CCCCC1)CCC(=O)OCC (ethyl 3-(1-(4-fluorophenyl)cyclohexyl)propanoate). Run in C(C)(=O)OCC (ethyl acetate), C1CCOC1 (THF), C1CCOC1 (THF), C1CCOC1 (THF). Reaction conditions: temperature -20 celsius. Product: FC1=CC=C(C=C1)C1(CCCCC1)CCC1=C2C(=NO1)C1=CC=C(C=C1CC2)C=C (3-(2-(1-(4-fluorophenyl)cyclohexyl)ethyl)-7-vinyl-4,5-dihydronaphtho[1,2-c]isoxazole). Yield: 41.6%. Reaction SMILES: C(NC(C)C)(C)C.C([Li])CCC.[Li+].CC([N-]C(C)C)C.[CH:21]([C:23]1[CH:24]=[C:25]2[C:30](=[CH:31][CH:32]=1)/[C:29](=[N:33]/[OH:34])/[CH2:28][CH2:27][CH2:26]2)=[CH2:22].[F:35][C:36]1[CH:41]=[CH:40][C:39]([C:42]2([CH2:48][CH2:49][C:50](OCC)=O)[CH2:47][CH2:46][CH2:45][CH2:44][CH2:43]2)=[CH:38][CH:37]=1.O.C1(C)C=CC(S(O)(=O)=O)=CC=1>C1COCC1.C(OCC)(=O)C>[F:35][C:36]1[CH:41]=[CH:40][C:39]([C:42]2([CH2:48][CH2:49][C:50]3[O:34][N:33]=[C:29]4[C:30]5[C:25]([CH2:26][CH2:27][C:28]=34)=[CH:24][C:23]([CH:21]=[CH2:22])=[CH:32][CH:31]=5)[CH2:47][CH2:46][CH2:45][CH2:44][CH2:43]2)=[CH:38][CH:37]=1 |f:2.3,6.7|. Procedure: To a stirring solution of the diisopropylamine (0.230 mL, 1.617 mmol) in 2.5 mL of THF at −60° C. was added 2.5 M n-butyl lithium in hexanes (0.657 mL, 1.644 mmol) dropwise. The solution was allowed to stir with a gradual warm up to about −20° C. This freshly generated LDA solution was slowly added to a stirring solution of the 6-vinyl-3,4-dihydronaphthalen-1(2H)-one oxime (Intermediate 1, 0.151 g, 0.808 mmol) in 1 mL of THF at ice bath temperature and the reaction mixture was stirred at this te... Reactants: S(=O)(Cl)Cl (thionyl chloride), C(C1=CC=NC=C1)(=O)CC(=O)OCC (ethyl isonicotinoylacetate), C1(=CC=CC=C1)C (toluene), C(C1=CC=NC=C1)(=O)O (isonicotinic acid), C(C1=CC=NC=C1)(=O)O (isonicotinic acid). Run in CN(C=O)C (dimethylformamide), C(C)O (ethanol). Reaction conditions: temperature 100 celsius, time 90 minute. Product: Cl.C(C1=CC=NC=C1)(=O)OCC (ethyl isonicotinate hydrochloride). The yield is 96.0%. As a reaction SMILES: [C:1](CC(OCC)=O)(=O)[C:2]1C=CN=CC=1.[C:15]([OH:23])(=[O:22])[C:16]1[CH:21]=[CH:20][N:19]=[CH:18][CH:17]=1.C1(C)C=CC=CC=1.S(Cl)([Cl:33])=O>C(O)C.CN(C)C=O>[ClH:33].[C:15]([O:23][CH2:1][CH3:2])(=[O:22])[C:16]1[CH:21]=[CH:20][N:19]=[CH:18][CH:17]=1 |f:6.7|. Procedure: The above intermediate ethyl isonicotinoylacetate is a known compound [Pinner, Chem. Ber. 34, 4249 (1901)] and can be prepared by various means, for example, from isonicotinic acid by the following procedure: To a stirred suspension containing 123 g. of isonicotinic acid in 750 ml. of toluene was added 131 g. of thionyl chloride followed by the addition of 1 ml. of dimethylformamide. The mixture was heated to 100° C. for 90 minutes, cooled to 90° C., and 80 ml. of absolute ethanol was added drop... Starting materials: N[C@@H]1[C@@H](C[C@@H](CC1)NC(OC(C)(C)C)=O)COC (tert-butyl (1R,3R,4S)-4-amino-3-(methoxymethyl)cyclohexylcarbamate), FC(C=1C=C(C(=O)NCC(=O)O)C=CC1)(F)F (2-(3-(trifluoromethyl)benzamido)acetic acid), C(C)(C)N(CC)C(C)C (diisopropylethylamine), CN(C)C(=[N+](C)C)ON1C2=C(C=CC=C2)N=N1.[B-](F)(F)(F)F (TBTU). Solvent: C(C)(=O)OCC (ethyl acetate), C(C)#N (acetonitrile). Conditions: time 2.75 hour. Product: COC[C@@H]1C[C@@H](CC[C@@H]1NC(CNC(C1=CC(=CC=C1)C(F)(F)F)=O)=O)NC(OC(C)(C)C)=O (tert-butyl (1R,3R,4S)-3-(methoxymethyl)-4-(2-(3-(trifluoromethyl)benzamido)acetamido)cyclohexylcarbamate). Yield: 60.4%. RXN SMILES: [NH2:1][C@H:2]1[CH2:7][CH2:6][C@@H:5]([NH:8][C:9](=[O:15])[O:10][C:11]([CH3:14])([CH3:13])[CH3:12])[CH2:4][C@H:3]1[CH2:16][O:17][CH3:18].[F:19][C:20]([F:35])([F:34])[C:21]1[CH:22]=[C:23]([CH:31]=[CH:32][CH:33]=1)[C:24]([NH:26][CH2:27][C:28](O)=[O:29])=[O:25].C(N(C(C)C)CC)(C)C.CN(C(ON1N=NC2C=CC=CC1=2)=[N+](C)C)C.[B-](F)(F)(F)F>C(#N)C.C(OCC)(=O)C>[CH3:18][O:17][CH2:16][C@H:3]1[C@@H:2]([NH:1][C:28](=[O:29])[CH2:27][NH:26][C:24](=[O:25])[C:23]2[CH:31]=[CH:32][CH:33]=[C:21]([C:20]([F:19])([F:35])[F:34])[CH:22]=2)[CH2:7][CH2:6][C@@H:5]([NH:8][C:9](=[O:15])[O:10][C:11]([CH3:12])([CH3:13])[CH3:14])[CH2:4]1 |f:3.4|. Procedure details: A solution of tert-butyl (1R,3R,4S)-4-amino-3-(methoxymethyl)cyclohexylcarbamate (45 mg, assumed 0.163 mmol) in acetonitrile (1.5 mL) was treated sequentially with 2-(3-(trifluoromethyl)benzamido)acetic acid (43 mg, 0.174 mmol, see PCT WO 0250019), diisopropylethylamine (61 μL, 0.348 mmol) and TBTU (62 mg, 0.192 mmol). The mixture was stirred at rt for 2.75 h, then was diluted with ethyl acetate, washed sequentially with 1.0 M aqueous HCl, saturated aqueous NaHCO3, water and brine, dried over Na... The reactants are CC(C)(C)[O-], Cc1ncc(C=O)c2c1OC(C)(C)OC2, CCCCCCC, ClC(Cl)Cl, [K+], c1ccc(P(c2ccccc2)c2ccccc2)cc1. Product: Cc1ncc(C=C(Cl)Cl)c2c1OC(C)(C)OC2. RXN SMILES: [CH3:20][C:21]([CH3:22])([O-:23])[CH3:24].[CH3:30][C:31]1([CH3:44])[O:32][CH2:33][c:34]2[c:35]([c:36]([CH3:42])[n:37][cH:38][c:39]2[CH:40]=[O:41])[O:43]1.[CH3:45][CH2:46][CH2:47][CH2:48][CH2:49][CH2:50][CH3:51].[CH:26]([Cl:27])([Cl:28])[Cl:29].[K+:25].[c:1]1([P:2]([c:3]2[cH:4][cH:5][cH:6][cH:7][cH:8]2)[c:9]2[cH:10][cH:11][cH:12][cH:13][cH:14]2)[cH:15][cH:16][cH:17][cH:18][cH:19]1>>[C:26]([Cl:27])([Cl:29])=[CH:40][c:39]1[c:34]2[c:35]([c:36]([CH3:42])[n:37][cH:38]1)[O:43][C:31]([CH3:30])([CH3:44])[O:32][CH2:33]2. Starting materials: OC1CC2=C(C=CC(=C2CC1)OC)OC (2-hydroxy-5,8-dimethoxy-1,2,3,4-tetrahydronaphthalene), [Cr](=O)(=O)([O-])Cl.[NH+]1=CC=CC=C1 (pyridinium chlorochromate). Run in C(Cl)Cl (methylene chloride), C(Cl)Cl (methylene chloride). Reaction conditions: time 7 hour. Product: COC1=C2CCC(CC2=C(C=C1)OC)=O (5,8-dimethoxy-2-tetralone). Isolated yield 38.4%. As a reaction SMILES: [OH:1][CH:2]1[CH2:11][CH2:10][C:9]2[C:4](=[C:5]([O:14][CH3:15])[CH:6]=[CH:7][C:8]=2[O:12][CH3:13])[CH2:3]1.[Cr](Cl)([O-])(=O)=O.[NH+]1C=CC=CC=1>C(Cl)Cl>[CH3:13][O:12][C:8]1[CH:7]=[CH:6][C:5]([O:14][CH3:15])=[C:4]2[C:9]=1[CH2:10][CH2:11][C:2](=[O:1])[CH2:3]2 |f:1.2|. Reported procedure: The tetrahydronaphthalene (2.1 g; 10.1 mmol) was dissolved in 20 ml of methylene chloride. The resulting solution was added to a solution of 3.27 g (15.2 mmol) of pyridinium chlorochromate in 60 ml of methylene chloride. The mixture was stirred for seven hours at room temperature and then was filtered through a bed of Celite. The filtrate was evaporated in vacuo to a dark, viscous residue. The residue was dissolved in methylene chloride and placed on a flash silica column. The column was eluted ... The reactants are COC=1C=C(C=CC1)O (3-methoxyphenol), II (I2). The reagents and catalysts are FC(C(=O)[O-])(F)F.[Ag+] (silver trifluoroacetate). The solvent is C(Cl)(Cl)Cl (CHCl3), C(Cl)(Cl)Cl (CHCl3). Run at time 1 hour. Yields the product IC1=C(C=C(C=C1)OC)O (2-iodo-5-methoxyphenol). The yield is 33.8%. Reaction SMILES: [I:1]I.[CH3:3][O:4][C:5]1[CH:6]=[C:7]([OH:11])[CH:8]=[CH:9][CH:10]=1>C(Cl)(Cl)Cl.FC(F)(F)C([O-])=O.[Ag+]>[I:1][C:8]1[CH:9]=[CH:10][C:5]([O:4][CH3:3])=[CH:6][C:7]=1[OH:11] |f:3.4|. Procedure details: I2 (40.9 g, 161.1 mmol) was dissolved in CHCl3 (850 mL) with stirring over 1 hour. The solution was added slowly into a reaction mixture of 3-methoxyphenol 5-A (20 g, 161.1 mmol) and silver trifluoroacetate in 200 mL CHCl3 over 1.5 hours. The reaction was stirred at room temperature for 16 hours. Solids were removed by filtration. The filtrate was washed with 5% Na2S2O3(500 mL), saturated NaHCO3, brine, dried over MgSO4 and concentrated. The crude mixture was triturated with carbon tetrachloride... Product: C1(CC1)C1=NC=NC(=C1)NN (4-Cyclopropyl-6-hydrazinopyrimidine). As a reaction SMILES: Cl[C:2]1[CH:7]=[C:6]([CH:8]2[CH2:10][CH2:9]2)[N:5]=[CH:4][N:3]=1.O.[NH2:12][NH2:13].C(OCCO)C>>[CH:8]1([C:6]2[CH:7]=[C:2]([NH:12][NH2:13])[N:3]=[CH:4][N:5]=2)[CH2:10][CH2:9]1 |f:1.2|. Procedure details: 1.6 g (6.9 mmol) 4-chloro-6-cyclopropylpyrimidine [FR 1 519 069 (1966); Chem. Abstr. 71, 49965y, 1969] and 3.4 ml (3.5 g, 69.0 mmol) hydrazine hydrate are stirred at a bath temperature of 90° C. for 16 h. Ethylene glycol monoethyl ether is added to the cooled reaction mixture and the mixture is concentrated in vacuo. This operation is repeated once. The residue is then chromatographed over silica gel 60 (mobile phase: acetonitrile/water 8:2). The reactants are ClC1=NC=NC(=C1)C1CC1 (4-chloro-6-cyclopropylpyrimidine), O.NN (hydrazine hydrate), C(C)OCCO (Ethylene glycol monoethyl ether). Starting materials: CCOC(C)=O, CO, CC(=O)Nc1ccc(S(=O)(=O)c2ccc(NC(=O)C(C)(C)OC(C)=O)c(Cl)c2)cc1, Cl, [Li+], [OH-], O, O. Yields the product CC(=O)Nc1ccc(S(=O)(=O)c2ccc(NC(=O)C(C)(C)O)c(Cl)c2)cc1. As a reaction SMILES: [CH3:35][CH2:36][O:37][C:38](=[O:39])[CH3:40].[CH3:42][OH:43].[Cl:4][c:5]1[c:6]([NH:24][C:25]([C:26]([CH3:27])([CH3:28])[O:29][C:30](=[O:31])[CH3:32])=[O:33])[cH:7][cH:8][c:9]([S:11](=[O:12])(=[O:13])[c:14]2[cH:15][cH:16][c:17]([NH:20][C:21]([CH3:22])=[O:23])[cH:18][cH:19]2)[cH:10]1.[ClH:34].[Li+:3].[OH-:2].[OH2:1].[OH2:41]>>[Cl:4][c:5]1[c:6]([NH:24][C:25]([C:26]([CH3:27])([CH3:28])[OH:29])=[O:33])[cH:7][cH:8][c:9]([S:11](=[O:12])(=[O:13])[c:14]2[cH:15][cH:16][c:17]([NH:20][C:21]([CH3:22])=[O:23])[cH:18][cH:19]2)[cH:10]1. Starting materials: BrC=1C=C2CCC(CC2=CC1)=O (6-Bromo-3,4-dihydro-1H-naphthalen-2-one), ketones, [BH3-]C#N.[Na+] (NaBH3CN). Product: BrC=1C=C2CCC(CC2=CC1)N ((rac)-6-Bromo-1,2,3,4-tetrahydronaphthalen-2-ylamine). As a reaction SMILES: [Br:1][C:2]1[CH:3]=[C:4]2[C:9](=[CH:10][CH:11]=1)[CH2:8][C:7](=O)[CH2:6][CH2:5]2.[BH3-]C#[N:15].[Na+]>>[Br:1][C:2]1[CH:3]=[C:4]2[C:9](=[CH:10][CH:11]=1)[CH2:8][CH:7]([NH2:15])[CH2:6][CH2:5]2 |f:1.2|. Procedure details: (rac)-6-Bromo-1,2,3,4-tetrahydronaphthalen-2-ylamine is prepared from 6-Bromo-3,4-dihydro-1H-naphthalen-2-one (28) via a general procedure described previously for the reductive amination of ketones using NaBH3CN as reducing agent. (Borch, R. F.; Bernstein, M. D.; Durst, H. D. J. Am. Chem. Soc. 1971, 93, 2897-2904.). The purity of this material (brown oil) was >95%, as determined by 1H NMR spectroscopy, and was used without further purification. 1H NMR (CDCl3): δ 1.45 (br, 2H, NH2), 1.56 (m, 1H,...